Dataset: the Open Reaction Database (ORD), a public repository of structured organic reaction records. Task: describe an organic reaction: reactants, conditions, products, and yield Reactants: CC1=NOC=C1C(=O)O (3-methylisoxazole-4-carboxylic acid), acid chloride, ClC1=CC=C(C=C1)C12N(C(C=3N(C1)N=C(C3)C3=NC=CC=C3)=O)CCN2 (10a-(4-chlorophenyl)-7-(pyridin-2-yl)-2,3,10,10a-tetrahydro-1H,5H-imidazo[1,2-a]pyrazolo[1,5-d]pyrazin-5-one), acid chloride, C(C(=O)Cl)(=O)Cl (oxalyl chloride). The reagents and catalysts are CN(C)C=O (DMF). The solvent is C(Cl)Cl (CH2Cl2), O (water), N1=CC=CC=C1 (pyridine), N1=CC=CC=C1 (pyridine). Reaction conditions: temperature 0 celsius, time 5 minute. The product is ClC1=CC=C(C=C1)C12N(C(C=3N(C1)N=C(C3)C3=NC=CC=C3)=O)CCN2C(=O)C=2C(=NOC2)C (10a-(4-chlorophenyl)-1-[(3-methyl-1,2-oxazol-4-yl)carbonyl]-7-(pyridin-2-yl)-2,3,10,10a-tetrahydro-1H,5H-imidazo[1,2-a]pyrazolo[1,5-d]pyrazin-5-one). The yield is 49.1%. As a reaction SMILES: [CH3:1][C:2]1[C:6]([C:7]([OH:9])=O)=[CH:5][O:4][N:3]=1.C(Cl)(=O)C(Cl)=O.[Cl:16][C:17]1[CH:22]=[CH:21][C:20]([C:23]23[NH:41][CH2:40][CH2:39][N:24]2[C:25](=[O:38])[C:26]2[N:27]([N:29]=[C:30]([C:32]4[CH:37]=[CH:36][CH:35]=[CH:34][N:33]=4)[CH:31]=2)[CH2:28]3)=[CH:19][CH:18]=1>C(Cl)Cl.CN(C=O)C.N1C=CC=CC=1.O>[Cl:16][C:17]1[CH:18]=[CH:19][C:20]([C:23]23[N:41]([C:7]([C:6]4[C:2]([CH3:1])=[N:3][O:4][CH:5]=4)=[O:9])[CH2:40][CH2:39][N:24]2[C:25](=[O:38])[C:26]2[N:27]([N:29]=[C:30]([C:32]4[CH:37]=[CH:36][CH:35]=[CH:34][N:33]=4)[CH:31]=2)[CH2:28]3)=[CH:21][CH:22]=1. Reported procedure: To generate the acid chloride: to a chilled suspension of 3-methylisoxazole-4-carboxylic acid (231 mg, 1.8 mmol) in dry CH2Cl2 (3.0 mL) was added oxalyl chloride (0.31 mL, 3.7 mmol) followed by DMF (1 drop). The suspension was stirred at 0° C. for 5 minutes and then at room temperature for 1 hour. The resulting solution was concentrated in vacuo at ambient temperature to yield an oil, dried by stirring under nitrogen. 10a-(4-chlorophenyl)-7-(pyridin-2-yl)-2,3,10,10a-tetrahydro-1H,5H-imidazo[1,2-... Reactants: C(C)(C)(C)[Si](OCC(C)(C)N1C=C(C=2C=NC=C(C21)F)C(=O)C=2C=C(C=NC2)NC(CN2N=C(C=C2)C2CC2)=O)(C)C (N-(5-{1-[2-(tert-Butyl-dimethyl-silanyloxy)-1,1-dimethyl-ethyl]-7-fluoro-1H-pyrrolo[3,2-c]pyridine-3-carbonyl}-pyridin-3-yl)-2-(3-cyclopropyl-pyrazol-1-yl)-acetamide). Run in C1CCOC1 (THF). Conditions: time 18 hour. Yields the product C1(CC1)C1=NN(C=C1)CC(=O)NC=1C=NC=C(C1)C(=O)C1=CN(C2=C1C=NC=C2F)C(CO)(C)C (2-(3-Cyclopropyl-pyrazol-1-yl)-N-{5-[7-fluoro-1-(2-hydroxy-1,1-dimethyl-ethyl)-1H-pyrrolo[3,2-c]pyridine-3-carbonyl]-pyridin-3-yl}-acetamide). The yield is 92.0%. As a reaction SMILES: C([Si](C)(C)[O:6][CH2:7][C:8]([N:11]1[C:19]2[C:18]([F:20])=[CH:17][N:16]=[CH:15][C:14]=2[C:13]([C:21]([C:23]2[CH:24]=[C:25]([NH:29][C:30](=[O:40])[CH2:31][N:32]3[CH:36]=[CH:35][C:34]([CH:37]4[CH2:39][CH2:38]4)=[N:33]3)[CH:26]=[N:27][CH:28]=2)=[O:22])=[CH:12]1)([CH3:10])[CH3:9])(C)(C)C>C1COCC1>[CH:37]1([C:34]2[CH:35]=[CH:36][N:32]([CH2:31][C:30]([NH:29][C:25]3[CH:26]=[N:27][CH:28]=[C:23]([C:21]([C:13]4[C:14]5[CH:15]=[N:16][CH:17]=[C:18]([F:20])[C:19]=5[N:11]([C:8]([CH3:10])([CH3:9])[CH2:7][OH:6])[CH:12]=4)=[O:22])[CH:24]=3)=[O:40])[N:33]=2)[CH2:38][CH2:39]1. Reported procedure: To a solution of N-(5-{1-[2-(tert-Butyl-dimethyl-silanyloxy)-1,1-dimethyl-ethyl]-7-fluoro-1H-pyrrolo[3,2-c]pyridine-3-carbonyl}-pyridin-3-yl)-2-(3-cyclopropyl-pyrazol-1-yl)-acetamide (Preparation 6, 40 mg, 67 μmol) in THF (5 mL) 4M dioxane-HCl (1 mL) was added and stirred at room temperature for 18 hours. The reaction was evaporated in vacuo and triturated with pentane-ether to afford the title compound as an off white solid in 92% yield, 30 mg.